Dataset: the Open Reaction Database (ORD), a public repository of structured organic reaction records. Task: describe an organic reaction: reactants, conditions, products, and yield The reactants are Cc1cc([N+](=O)[O-])ccc1-n1cccc(Br)c1=O, CCCCC([Sn])=C(CCCC)CCCC, C1COCCO1, c1ccc(P(c2ccccc2)(c2ccccc2)[Pd](P(c2ccccc2)(c2ccccc2)c2ccccc2)(P(c2ccccc2)(c2ccccc2)c2ccccc2)P(c2ccccc2)(c2ccccc2)c2ccccc2)cc1. Product: C=Cc1cccn(-c2ccc([N+](=O)[O-])cc2C)c1=O. As a reaction SMILES: [Br:1][c:2]1[c:3](=[O:18])[n:4](-[c:8]2[c:9]([CH3:17])[cH:10][c:11]([N+:14](=[O:15])[O-:16])[cH:12][cH:13]2)[cH:5][cH:6][cH:7]1.[CH2:19]([CH2:20][CH2:32][CH3:33])[C:21]([Sn:22])=[C:23]([CH2:24][CH2:25][CH2:26][CH3:27])[CH2:28][CH2:29][CH2:30][CH3:31].[O:34]1[CH2:35][CH2:36][O:37][CH2:38][CH2:39]1.[cH:40]1[cH:41][cH:42][c:43]([P:44]([Pd:45]([P:46]([c:47]2[cH:48][cH:49][cH:50][cH:51][cH:52]2)([c:53]2[cH:54][cH:55][cH:56][cH:57][cH:58]2)[c:59]2[cH:60][cH:61][cH:62][cH:63][cH:64]2)([P:65]([c:66]2[cH:67][cH:68][cH:69][cH:70][cH:71]2)([c:72]2[cH:73][cH:74][cH:75][cH:76][cH:77]2)[c:78]2[cH:79][cH:80][cH:81][cH:82][cH:83]2)[P:84]([c:85]2[cH:86][cH:87][cH:88][cH:89][cH:90]2)([c:91]2[cH:92][cH:93][cH:94][cH:95][cH:96]2)[c:97]2[cH:98][cH:99][cH:100][cH:101][cH:102]2)([c:103]2[cH:104][cH:105][cH:106][cH:107][cH:108]2)[c:109]2[cH:110][cH:111][cH:112][cH:113][cH:114]2)[cH:115][cH:116]1>>[c:2]1([CH:19]=[CH2:20])[c:3](=[O:18])[n:4](-[c:8]2[c:9]([CH3:17])[cH:10][c:11]([N+:14](=[O:15])[O-:16])[cH:12][cH:13]2)[cH:5][cH:6][cH:7]1. Reported procedure: 8.10 g (37.6 mmol) of (2-chloro-4-nitrophenyl)acetic acid is suspended in 40 mL of thionyl chloride and refluxed for 2 hours. The product is reacted further without any more purification. Crude yield: 8.80 g (100% of theory); C8H5Cl2NO3. As a reaction SMILES: [Cl:1][C:2]1[CH:7]=[C:6]([N+:8]([O-:10])=[O:9])[CH:5]=[CH:4][C:3]=1[CH2:11][C:12]([OH:14])=O.S(Cl)([Cl:17])=O>>[Cl:1][C:2]1[CH:7]=[C:6]([N+:8]([O-:10])=[O:9])[CH:5]=[CH:4][C:3]=1[CH2:11][C:12]([Cl:17])=[O:14]. The product is ClC1=C(C=CC(=C1)[N+](=O)[O-])CC(=O)Cl ((2-chloro-4-nitrophenyl)acetic acid chloride). The reactants are ClC1=C(C=CC(=C1)[N+](=O)[O-])CC(=O)O ((2-chloro-4-nitrophenyl)acetic acid), S(=O)(Cl)Cl (thionyl chloride). Starting materials: Cl (hydrogen chloride), C(C1=CC=CC=C1)OC(C(COCC1=CC=CC=C1)N=[N+]=[N-])=O (2-azido-3-benzyloxypropionic acid benzyl ester), [H][H] (hydrogen). Reagents/catalysts: [Re+5]=S (rhenium (VII) sulfide). The solvent is C(C)O (ethanol). Reaction conditions: time 20 hour. Yields the product Cl.C(C1=CC=CC=C1)OC(C(N)COCC1=CC=CC=C1)=O (O-benzyl-D,L-serine benzyl ester hydrochloride). Isolated yield 88.0%. As a reaction SMILES: [CH2:1]([O:8][C:9](=[O:23])[CH:10]([N:20]=[N+]=[N-])[CH2:11][O:12][CH2:13][C:14]1[CH:19]=[CH:18][CH:17]=[CH:16][CH:15]=1)[C:2]1[CH:7]=[CH:6][CH:5]=[CH:4][CH:3]=1.[ClH:24].[H][H]>C(O)C.[Re+5]=S>[ClH:24].[CH2:1]([O:8][C:9](=[O:23])[CH:10]([CH2:11][O:12][CH2:13][C:14]1[CH:19]=[CH:18][CH:17]=[CH:16][CH:15]=1)[NH2:20])[C:2]1[CH:3]=[CH:4][CH:5]=[CH:6][CH:7]=1 |f:5.6|. Reported procedure: 1.56 grams (0.005 mole) of 2-azido-3-benzyloxypropionic acid benzyl ester were dissolved in 10 ml of ethanol, 1.50 grams (0.041 mole) of dry hydrogen chloride gas led in and 0.03 grams of rhenium (VII) sulfide added. This reaction mixture was hydrogenated in an autoclave for 20 hours at 25° C. and a hydrogen pressure of 20 bar. After filtering off the catalyst the solvent was vaporized. The oil obtained (1.42 grams=88% of crude O-benzyl-D,L-serine benzyl ester hydrochloride) was dissolved in chl... Starting materials: ClC=1C=C(C(=O)O)C=CC1OC(F)(F)F (3-chloro-4-trifluoromethoxybenzoic acid), C(CCC)[Li] (n-butyl lithium), BrC(C(Br)(Cl)Cl)(Cl)Cl (1,2-dibromotetrachloroethane), Cl (hydrochloric acid). Run in O1CCCC1 (tetrahydrofuran), O1CCCC1 (tetrahydrofuran). Reaction conditions: time 8 hour. The product is BrC1=C(C(=O)O)C=CC(=C1Cl)OC(F)(F)F (2-bromo-3-chloro-4-trifluoromethoxybenzoic acid). The yield is 99.8%. RXN SMILES: [Cl:1][C:2]1[CH:3]=[C:4]([CH:8]=[CH:9][C:10]=1[O:11][C:12]([F:15])([F:14])[F:13])[C:5]([OH:7])=[O:6].C([Li])CCC.[Br:21]C(Cl)(Cl)C(Cl)(Cl)Br.Cl>O1CCCC1>[Br:21][C:3]1[C:2]([Cl:1])=[C:10]([O:11][C:12]([F:13])([F:14])[F:15])[CH:9]=[CH:8][C:4]=1[C:5]([OH:7])=[O:6]. Procedure: A solution of 3-chloro-4-trifluoromethoxybenzoic acid (4.15 g) in dry tetrahydrofuran was treated with n-butyl lithium (15.1 ml of 2.5M solution in hexanes) at −78° C. under an inert atmosphere. After stirring overnight at this temperature, a solution of 1,2-dibromotetrachloroethane (839 g) in tetrahydrofuran was added. After 30 minutes, the solution was allowed to slowly warm to ambient temperature, then treated with 2M hydrochloric acid. The mixture was extracted with ether, the ethereal solut...